From a dataset of the Open Reaction Database (ORD), a public repository of structured organic reaction records. describe an organic reaction: reactants, conditions, products, and yield Reactants: Cc1c(N)ccc(Br)c1Cl, O=C([O-])[O-], CC(=O)[O-], CCOC(C)=O, CC(=O)O, Cl, O=C1CCC(=O)N1I, [K+], [K+], [Na+], O. Product: Cc1c(N)c(I)cc(Br)c1Cl. RXN SMILES: [Br:2][c:3]1[c:4]([Cl:11])[c:5]([CH3:10])[c:6]([NH2:7])[cH:8][cH:9]1.[C:25](=[O:26])([O-:27])[O-:28].[CH3:13][C:14](=[O:15])[O-:16].[CH3:32][CH2:33][O:34][C:35](=[O:36])[CH3:37].[CH3:38][C:39](=[O:40])[OH:41].[ClH:1].[I:17][N:18]1[C:19](=[O:20])[CH2:21][CH2:22][C:23]1=[O:24].[K+:29].[K+:30].[Na+:12].[OH2:31]>>[Br:2][c:3]1[c:4]([Cl:11])[c:5]([CH3:10])[c:6]([NH2:7])[c:8]([I:17])[cH:9]1. Reactants: CC(=O)C=1C=CC(=CC1)O (4-Hydroxyacetophenone), O1CCOCC1 (dioxane), SeO2. The solvent is O (H2O). Product: OC1=CC=C(C=C1)C(=O)C=O ((4-Hydroxyphenyl)glyoxal). RXN SMILES: [CH3:1][C:2]([C:4]1[CH:5]=[CH:6][C:7]([OH:10])=[CH:8][CH:9]=1)=[O:3].[O:11]1CCOCC1>O>[OH:10][C:7]1[CH:8]=[CH:9][C:4]([C:2]([CH:1]=[O:11])=[O:3])=[CH:5][CH:6]=1. Procedure: 4-Hydroxyacetophenone (15 g., 0.11 mol) was dissolved in 70 ml. dioxane and 8.3 ml. H2O. SeO2 (12.2 g., 0.11 mol) was added and the mixture heated at 80° for 18 hours, then filtered over diatomaceous earth. The filtrate was stripped, taken up in 150 ml. H2O, heated on a steam bath, decolorized with activated carbon, cooled to refrigerator temperature, and hydrate of title product recovered by filtration, 5.72 g. Anhydrous title product was obtained by Kugelrohr distillation; 1H-nmr 5.97 (s, 1H),... Reactants: ClC1=C(C=NC2=CC=NC=C12)C(=O)OCC (ethyl 4-chloro-1,6-naphthyridine-3-carboxylate), N(N)C=1C=NC=CC1 (3-hydrazinopyridine). Run in CO (methanol). Product: Cl.N1=CC(=CC=C1)N1N=C2C(=CNC=3C=CN=CC23)C1=O (2-(3-pyridyl)pyrazolo[4,3-c][1,6]naphthyridin-3-(5H)-one hydrochloride). Reaction SMILES: [Cl:1][C:2]1[C:11]2[C:6](=[CH:7][CH:8]=[N:9][CH:10]=2)[N:5]=[CH:4][C:3]=1[C:12]([O:14]CC)=O.[NH:17]([C:19]1[CH:20]=[N:21][CH:22]=[CH:23][CH:24]=1)[NH2:18]>CO>[ClH:1].[N:21]1[CH:22]=[CH:23][CH:24]=[C:19]([N:17]2[C:12](=[O:14])[C:3]3=[CH:4][NH:5][C:6]4[CH:7]=[CH:8][N:9]=[CH:10][C:11]=4[C:2]3=[N:18]2)[CH:20]=1 |f:3.4|. Procedure: A solution of 2.84 g of ethyl 4-chloro-1,6-naphthyridine-3-carboxylate and 1.35 g of 3-hydrazinopyridine in 36 ml of methanol is stirred at room temperature for 2.5 hours, then refluxed for 4.5 hours, then cooled in an ice bath and filtered. Collected solid is washed with methanol, then with ether to yield 2-(3-pyridyl)pyrazolo[4,3-c][1,6]naphthyridin-3-(5H)-one hydrochloride, m.p. 302°-305°. Reactants: FC1=CC=C(C=C1)C=1OC(=C(N1)CC(=O)O)C1=CSC=C1 (2-[2-(4-fluorophenyl)-5-(3-thienyl)-4-oxazolyl]acetic acid), [OH-].[K+] (potassium hydroxide), C(C(=O)Cl)(=O)Cl (oxalyl chloride), C(CCCC)O (n-pentanol). Yields the product FC1=CC=C(C=C1)C=1OC(=C(N1)CC(=O)OCCCCC)C1=CSC=C1 (n-pentyl 2-[2-(4-fluorophenyl)-5-(3-thienyl)-4-oxazolyl]acetate). Isolated yield 52.8%. RXN SMILES: [F:1][C:2]1[CH:7]=[CH:6][C:5]([C:8]2[O:9][C:10]([C:17]3[CH:21]=[CH:20][S:19][CH:18]=3)=[C:11]([CH2:13][C:14]([OH:16])=[O:15])[N:12]=2)=[CH:4][CH:3]=1.[OH-].[K+].C(Cl)(=O)C(Cl)=O.[CH2:30](O)[CH2:31][CH2:32][CH2:33][CH3:34]>>[F:1][C:2]1[CH:7]=[CH:6][C:5]([C:8]2[O:9][C:10]([C:17]3[CH:21]=[CH:20][S:19][CH:18]=3)=[C:11]([CH2:13][C:14]([O:16][CH2:30][CH2:31][CH2:32][CH2:33][CH3:34])=[O:15])[N:12]=2)=[CH:4][CH:3]=1 |f:1.2|. Reported procedure: 2 g of 2-[2-(4-fluorophenyl)-5-(3-thienyl)-4-oxazolyl]acetic acid, 0.5 g of potassium hydroxide, 4.2 g of oxalyl chloride and 20 ml of n-pentanol are treated in the same manner as described in Example 17. 1.3 g of n-pentyl 2-[2-(4-fluorophenyl)-5-(3-thienyl)-4-oxazolyl]acetate are thereby obtained. Yield: 52.8% Reactants: Cl (HCl), C(C)OC(=O)C1(CCN(CC1)C(=O)C1=CC=C(C=C1)C1=CC=C(C=C1)F)CC1CC1 (4-cyclopropylmethyl-1-(4′-fluoro-biphenyl-4-carbonyl)-piperidine-4-carboxylic acid ethyl ester), [OH-].[Na+] (NaOH), ice water. The solvent is C(C)O (ethanol). Conditions: temperature 75 celsius. The product is C1(CC1)CC1(CCN(CC1)C(=O)C1=CC=C(C=C1)C1=CC=C(C=C1)F)C(=O)O (4-Cyclopropylmethyl-1-(4′-fluoro-biphenyl-4-carbonyl)-piperidine-4-carboxylic acid). Reaction SMILES: C([O:3][C:4]([C:6]1([CH2:27][CH:28]2[CH2:30][CH2:29]2)[CH2:11][CH2:10][N:9]([C:12]([C:14]2[CH:19]=[CH:18][C:17]([C:20]3[CH:25]=[CH:24][C:23]([F:26])=[CH:22][CH:21]=3)=[CH:16][CH:15]=2)=[O:13])[CH2:8][CH2:7]1)=[O:5])C.[OH-].[Na+].Cl>C(O)C>[CH:28]1([CH2:27][C:6]2([C:4]([OH:5])=[O:3])[CH2:11][CH2:10][N:9]([C:12]([C:14]3[CH:19]=[CH:18][C:17]([C:20]4[CH:21]=[CH:22][C:23]([F:26])=[CH:24][CH:25]=4)=[CH:16][CH:15]=3)=[O:13])[CH2:8][CH2:7]2)[CH2:30][CH2:29]1 |f:1.2|. Procedure: A mixture of 0.51 g (1.24 mmol) 4-cyclopropylmethyl-1-(4′-fluoro-biphenyl-4-carbonyl)-piperidine-4-carboxylic acid ethyl ester and 1.87 mL 4N NaOH aq. in 5 mL ethanol was stirred at 75° C. for a prolonged period of time. After concentration of the mixture ice-water was added and the pH was adjusted to pH=2 with HCl aq. The mixture was extracted with ethyl acetate, the combined organic layers were dried with Na2SO4, filtered, evaporated to dryness and purified by column chromatography on silica e...